Dataset: the Open Reaction Database (ORD), a public repository of structured organic reaction records. Task: describe an organic reaction: reactants, conditions, products, and yield Reactants: NC1=C(C=NN1C)N=O (5-amino-1-methyl-4-nitrosopyrazole), S(O)(O)(=O)=O (sulfuric acid). Reagents/catalysts: [Pd] (palladium on carbon). Conditions: time 10 hour. The product is S(=O)(=O)(O)O.NC=1C=NN(C1N)C (4,5-diamino-1-methylpyrazole sulfate). The yield is 81.0%. As a reaction SMILES: [NH2:1][C:2]1[N:6]([CH3:7])[N:5]=[CH:4][C:3]=1[N:8]=O.[S:10](=[O:14])(=[O:13])([OH:12])[OH:11]>[Pd]>[S:10]([OH:14])([OH:13])(=[O:12])=[O:11].[NH2:8][C:3]1[CH:4]=[N:5][N:6]([CH3:7])[C:2]=1[NH2:1] |f:3.4|. Procedure details: To a suspension of 5-amino-1-methyl-4-nitrosopyrazole (117 g) were added sulfuric acid (91 g) and 10% palladium on carbon (58 g). The mixture was hydrogenated under balloon pressure for 10 hours. The reaction mixture was filtered and the filtrate was concentrated in vacuo. To the concentrate was added isopropyl alcohol (2.3 L) and the mixture was stirred for 1 hour. The precipitated solid was collected by filtration and dried to give 4,5-diamino-1-methylpyrazole sulfate (158 g). Starting materials: ClC=1C(=NC=NC1Cl)N (5,6-dichloropyrimidin-4-amine), NC1CC2(C1)CN(CC2)C(=O)OC(C)(C)C (tert-butyl 2-amino-6-azaspiro[3.4]octane-6-carboxylate), O(C1=CC=CC=C1)C1=CC=C(C=C1)B(O)O ((4-phenoxyphenyl)boronic acid), C(C#C)(=O)O (propiolic acid). Product: NC1=C(C(=NC=N1)NC1CC2(C1)CN(CC2)C(C#C)=O)C2=CC=C(C=C2)OC2=CC=CC=C2 (1-(2-((6-amino-5-(4-phenoxyphenyl)pyrimidin-4-yl)amino)-6-azaspiro[3.4]octan-6-yl)prop-2-yn-1-one). RXN SMILES: Cl[C:2]1[C:3]([NH2:9])=[N:4][CH:5]=[N:6][C:7]=1Cl.[NH2:10][CH:11]1[CH2:14][C:13]2([CH2:18][CH2:17][N:16]([C:19]([O:21]C(C)(C)C)=O)[CH2:15]2)[CH2:12]1.[O:26]([C:33]1[CH:38]=[CH:37][C:36](B(O)O)=[CH:35][CH:34]=1)[C:27]1[CH:32]=[CH:31][CH:30]=[CH:29][CH:28]=1.[C:42](O)(=O)[C:43]#C>>[NH2:9][C:3]1[N:4]=[CH:5][N:6]=[C:7]([NH:10][CH:11]2[CH2:12][C:13]3([CH2:18][CH2:17][N:16]([C:19](=[O:21])[C:42]#[CH:43])[CH2:15]3)[CH2:14]2)[C:2]=1[C:30]1[CH:31]=[CH:32][C:27]([O:26][C:33]2[CH:38]=[CH:37][CH:36]=[CH:35][CH:34]=2)=[CH:28][CH:29]=1. Reported procedure: 1-(2-((6-amino-5-(4-phenoxyphenyl)pyrimidin-4-yl)amino)-6-azaspiro[3.4]octan-6-yl)prop-2-yn-1-one was prepared from 5,6-dichloropyrimidin-4-amine, tert-butyl 2-amino-6-azaspiro[3.4]octane-6-carboxylate, (4-phenoxyphenyl)boronic acid and propiolic acid according to general scheme 3 using methods S1, S2, S3, and S4A. HPLC purity: 99%. MS: m/z=440 [M+H]+. 1H NMR (CD3OD) δ 8.01 (s, 1H), 7.12-7.48 (m, 9H), 4.52 (t, 1H), 3.71 (t, 1H), 3.58 (s, 1H), 3.50 (dd, 1H), 2.33 (m, 2H), 2.05 (m, 2H), 1.96 (m, 2... Starting materials: FC(C=1C=C(C=O)C=C(C1)C(F)(F)F)(F)F (3,5-bis(trifluoromethyl)benzaldehyde), C(CC(=O)C)(=O)N (acetoacetamide), NC(=O)N (urea), B(F)(F)F.CCOCC (boron trifluoride etherate). The reagents and catalysts are [Cu](Cl)Cl (copper chloride). Solvent: C1CCOC1 (THF), CC(=O)O (AcOH). Run at temperature 65 celsius. Product: FC(C=1C=C(C=C(C1)C(F)(F)F)C1NC(NC(=C1C(=O)N)C)=O)(F)F (4-(3,5-Bis-trifluoromethylphenyl)-6-methyl-2-oxo-1,2,3,4-tetrahydropyrimidine-5-carboxylic acid amide). Isolated yield 36.2%. Reaction SMILES: [F:1][C:2]([F:16])([F:15])[C:3]1[CH:4]=[C:5]([CH:8]=[C:9]([C:11]([F:14])([F:13])[F:12])[CH:10]=1)[CH:6]=O.[C:17]([NH2:23])(=[O:22])[CH2:18][C:19]([CH3:21])=O.[NH2:24][C:25]([NH2:27])=[O:26].B(F)(F)F.CCOCC>[Cu](Cl)Cl.C1COCC1.CC(O)=O>[F:1][C:2]([F:16])([F:15])[C:3]1[CH:4]=[C:5]([CH:6]2[C:18]([C:17]([NH2:23])=[O:22])=[C:19]([CH3:21])[NH:27][C:25](=[O:26])[NH:24]2)[CH:8]=[C:9]([C:11]([F:14])([F:13])[F:12])[CH:10]=1 |f:3.4|. Procedure: A mixture of 3,5-bis(trifluoromethyl)benzaldehyde (2.42 g, 10.0 mmol), acetoacetamide (1.01 g, 10.0 mmol), urea (0.90 g, 15.0 mmol), copper chloride (0.1 g, 1.0 mmol), boron trifluoride etherate (0.09 mL), AcOH (0.04 mL), and THF (20 mL) was heated at 65° C. for 18 h and cooled to room temperature. The resulting precipitates were collected by vacuum filtration, washed with THF, and air dried to give the title compound as an off-white solid(1.33 g, 36%). Reactants: CCN(CC)CCCCN, Cc1cc(F)c(COc2nsc(NC(=O)Oc3ccccc3)c2C(N)=O)c(F)c1F. The product is CCN(CC)CCCCNC(=O)Nc1snc(OCc2c(F)cc(C)c(F)c2F)c1C(N)=O. Reaction SMILES: [CH2:31]([CH3:32])[N:33]([CH2:34][CH2:35][CH2:36][CH2:37][NH2:38])[CH2:39][CH3:40].[c:1]1([O:2][C:8]([NH:9][c:10]2[c:11]([C:27]([NH2:28])=[O:29])[c:12]([O:15][CH2:16][c:17]3[c:18]([F:26])[c:19]([F:25])[c:20]([CH3:24])[cH:21][c:22]3[F:23])[n:13][s:14]2)=[O:30])[cH:3][cH:4][cH:5][cH:6][cH:7]1>>[C:8]([NH:9][c:10]1[c:11]([C:27]([NH2:28])=[O:29])[c:12]([O:15][CH2:16][c:17]2[c:18]([F:26])[c:19]([F:25])[c:20]([CH3:24])[cH:21][c:22]2[F:23])[n:13][s:14]1)(=[O:30])[NH:38][CH2:37][CH2:36][CH2:35][CH2:34][N:33]([CH2:31][CH3:32])[CH2:39][CH3:40]. Starting materials: COc1ccc(CCO)cc1, COC(=O)c1ccc(Cl)c(O)c1, CCOC(=O)N=NC(=O)OCC, C1CCOC1, c1ccc(P(c2ccccc2)c2ccccc2)cc1. Yields the product COC(=O)c1ccc(Cl)c(OCCc2ccc(OC)cc2)c1. RXN SMILES: [CH3:13][O:14][c:15]1[cH:16][cH:17][c:18]([CH2:21][CH2:22][OH:23])[cH:19][cH:20]1.[CH3:1][O:2][C:3]([c:4]1[cH:5][c:6]([OH:11])[c:7]([Cl:10])[cH:8][cH:9]1)=[O:12].[O:43]=[C:44]([O:45][CH2:46][CH3:47])[N:48]=[N:49][C:50]([O:51][CH2:52][CH3:53])=[O:54].[O:55]1[CH2:56][CH2:57][CH2:58][CH2:59]1.[c:24]1([P:25]([c:26]2[cH:27][cH:28][cH:29][cH:30][cH:31]2)[c:32]2[cH:33][cH:34][cH:35][cH:36][cH:37]2)[cH:38][cH:39][cH:40][cH:41][cH:42]1>>[CH3:1][O:2][C:3]([c:4]1[cH:5][c:6]([O:11][CH2:22][CH2:21][c:18]2[cH:17][cH:16][c:15]([O:14][CH3:13])[cH:20][cH:19]2)[c:7]([Cl:10])[cH:8][cH:9]1)=[O:12]. The reactants are C(=O)(O)C1N2C(C(C2SCC1=C)NC(=O)OC(C)(C)C)=O (2-Carboxy-7-tert.-butoxycarbonylamino-3-methylene-8-oxo-5-thia-1-aza-bicyclo[4.2.0]octane), C1(=CC=CC=C1)C(=[N+]=[N-])C1=CC=CC=C1 (diphenyldiazomethane). Solvent: C(C)(=O)OCC (ethyl acetate). Yields the product C(C1=CC=CC=C1)(C1=CC=CC=C1)OC(=O)C1N2C(C(C2SCC1=C)NC(=O)OC(C)(C)C)=O (2-Benzhydryloxycarbonyl-7-tert.-butoxycarbonylamino-3-methylene-8-oxo-5-thia-1-aza-bicyclo[4.2.0]octane). The yield is 66.2%. RXN SMILES: [C:1]([CH:4]1[C:11](=[CH2:12])[CH2:10][S:9][CH:8]2[N:5]1[C:6](=[O:21])[CH:7]2[NH:13][C:14]([O:16][C:17]([CH3:20])([CH3:19])[CH3:18])=[O:15])([OH:3])=[O:2].[C:22]1([C:28]([C:31]2[CH:36]=[CH:35][CH:34]=[CH:33][CH:32]=2)=[N+]=[N-])[CH:27]=[CH:26][CH:25]=[CH:24][CH:23]=1>C(OCC)(=O)C>[CH:28]([O:2][C:1]([CH:4]1[C:11](=[CH2:12])[CH2:10][S:9][CH:8]2[N:5]1[C:6](=[O:21])[CH:7]2[NH:13][C:14]([O:16][C:17]([CH3:18])([CH3:20])[CH3:19])=[O:15])=[O:3])([C:22]1[CH:27]=[CH:26][CH:25]=[CH:24][CH:23]=1)[C:31]1[CH:36]=[CH:35][CH:34]=[CH:33][CH:32]=1. Procedure details: 2-Carboxy-7-tert.-butoxycarbonylamino-3-methylene-8-oxo-5-thia-1-aza-bicyclo[4.2.0]octane (21.3 g) is esterified with diphenyldiazomethane (11.2 g) in accordance with the procedure of Example 1. 2-Benzhydryloxycarbonyl-7-tert.-butoxycarbonylamino-3-methylene-8-oxo-5-thia-1-aza-bicyclo[4.2.0]octane (18.35 g) is obtained in the form of white crystals (m.p.=135°-7° C. after recrystallisation from ethyl acetate). The reactants are CCOC(=O)C (EtOAc), NaOAc.3H2O, COC(C1=C(C=C(C=C1)OC(C)=O)O)=O (4-Acetoxy-2-hydroxy-benzoic acid methyl ester), OS(=O)(=O)C(F)(F)F (triflic acid), C(C)(=O)Cl (acetyl chloride). Solvent: O (water). Product: COC(C1=C(C=C(C(=C1)C(C)=O)O)O)=O (5-Acetyl-2,4-dihydroxy-benzoic acid methyl ester). RXN SMILES: [CH3:1][O:2][C:3](=[O:15])[C:4]1[CH:9]=[CH:8][C:7]([O:10]C(=O)C)=[CH:6][C:5]=1[OH:14].OS(C(F)(F)F)(=O)=O.[C:24](Cl)(=[O:26])[CH3:25].CCOC(C)=O>O>[CH3:1][O:2][C:3](=[O:15])[C:4]1[CH:9]=[C:8]([C:24](=[O:26])[CH3:25])[C:7]([OH:10])=[CH:6][C:5]=1[OH:14]. Reported procedure: The toluene solution from Step 1 was cooled in an ice bath under N2 and triflic acid (9.44 L) added slowly over 3 h. On stirring a fine white solid was formed which dissolved on warming to RT over 20 h and then stirring at RT for 37 h to give a yellow solution. To the solution was added acetyl chloride (726 mL) and the solution stirred at RT for a further 1 h. This solution was cannulated into a stirred cooled (0° C.) solution of EtOAc (217.8 L) and NaOAc.3H2O (14.52 Kg) dissolved in water (145 ...